From a dataset of the Open Reaction Database (ORD), a public repository of structured organic reaction records. describe an organic reaction: reactants, conditions, products, and yield The reactants are COC=1C=C(OCCN(C)C)C=CC1[N+](=O)[O-] ([2-(3-Methoxy-4-nitrophenoxy)ethyl]dimethylamine), [H][H] (hydrogen). The reagents and catalysts are [Pd] (Pd—C). Solvent: C(C)(=O)OCC (ethyl acetate). Yields the product CN(CCOC1=CC(=C(C=C1)N)OC)C (4-(2-Dimethylaminoethoxy)-2-methoxyphenylamine). Isolated yield 90.6%. Reaction SMILES: [CH3:1][O:2][C:3]1[CH:4]=[C:5]([CH:12]=[CH:13][C:14]=1[N+:15]([O-])=O)[O:6][CH2:7][CH2:8][N:9]([CH3:11])[CH3:10].[H][H]>C(OCC)(=O)C.[Pd]>[CH3:10][N:9]([CH3:11])[CH2:8][CH2:7][O:6][C:5]1[CH:12]=[CH:13][C:14]([NH2:15])=[C:3]([O:2][CH3:1])[CH:4]=1. Procedure details: A mixture of [2-(3-Methoxy-4-nitrophenoxy)ethyl]dimethylamine (1.0 g, 4.2 mmol) and 5% Pd—C (0.2 g) in ethyl acetate (75 mL) was shaken under 50 psi of hydrogen for 24 hours. The mixture was filtered through Celite and evaporated, providing 0.80 g of the product as a light gold oil, in 91% yield: 1H NMR (CDCl3) δ 2.33 (s, 6H), 2.69 (t, J=5.8 Hz, 2H), 3.82 (s, 3H), 4.00 (t, J=5.8 Hz, 2H), 6.35 (dd, J=8.3 Hz, J=2.6 Hz, 1H), 6.50 (d, J=2.6 Hz, 1H), 6.63 (d, J=8.3 Hz, 1H). Starting materials: CC(C)(C)c1nc2cc(S(=O)(=O)Cl)ccc2n1CC1CCOCC1, C1CCOC1, [H-], [Na+], c1cc[nH]c1. The product is CC(C)(C)c1nc2cc(S(=O)(=O)n3cccc3)ccc2n1CC1CCOCC1. Reaction SMILES: [C:8]([CH3:9])([CH3:10])([CH3:11])[c:12]1[n:13][c:14]2[c:15]([n:16]1[CH2:17][CH:18]1[CH2:19][CH2:20][O:21][CH2:22][CH2:23]1)[cH:24][cH:25][c:26]([S:28](=[O:29])(=[O:30])[Cl:31])[cH:27]2.[CH2:32]1[O:33][CH2:34][CH2:35][CH2:36]1.[H-:1].[Na+:2].[nH:3]1[cH:4][cH:5][cH:6][cH:7]1>>[n:3]1([S:28]([c:26]2[cH:25][cH:24][c:15]3[c:14]([n:13][c:12]([C:8]([CH3:9])([CH3:10])[CH3:11])[n:16]3[CH2:17][CH:18]3[CH2:19][CH2:20][O:21][CH2:22][CH2:23]3)[cH:27]2)(=[O:29])=[O:30])[cH:4][cH:5][cH:6][cH:7]1. The reactants are OC1=C(C=NC2=C(C=C(C=C12)CN1CCOCC1)[N+](=O)[O-])C(=O)OCC (ethyl 4-hydroxy-6-(4-morpholinylmethyl)-8-nitro-3-quinolinecarboxylate), [H][H] (hydrogen). The reagents and catalysts are [Pd] (Pd/C). Run in CN(C)C=O (DMF). The product is NC=1C=C(C=C2C(=C(C=NC12)C(=O)OCC)O)CN1CCOCC1 (Ethyl 8-amino-4-hydroxy-6-(4-morpholinylmethyl)-3-quinolinecarboxylate). The yield is 89.8%. RXN SMILES: [OH:1][C:2]1[C:11]2[C:6](=[C:7]([N+:19]([O-])=O)[CH:8]=[C:9]([CH2:12][N:13]3[CH2:18][CH2:17][O:16][CH2:15][CH2:14]3)[CH:10]=2)[N:5]=[CH:4][C:3]=1[C:22]([O:24][CH2:25][CH3:26])=[O:23].[H][H]>CN(C=O)C.[Pd]>[NH2:19][C:7]1[CH:8]=[C:9]([CH2:12][N:13]2[CH2:14][CH2:15][O:16][CH2:17][CH2:18]2)[CH:10]=[C:11]2[C:6]=1[N:5]=[CH:4][C:3]([C:22]([O:24][CH2:25][CH3:26])=[O:23])=[C:2]2[OH:1]. Reported procedure: A solution of ethyl 4-hydroxy-6-(4-morpholinylmethyl)-8-nitro-3-quinolinecarboxylate (Preparation 1, 1.36 g) in DMF (50 mL) is hydrogenated at 50 psi hydrogen pressure in the presence of 10% Pd/C (400 mg) for 15 min. The catalyst is filtered off and the filtrate is evaporated. The residual solid is triturated with methanol to afford 1.12 g of the title compound. Physical characteristics. 1H NMR (DMSO-d6) δ1.28, 2.35, 3.44, 3.57, 4.21, 5.59, 6.98, 7.33, 8.41. The reactants are [H-].[Na+] (NaH), OCC1N(CCCC1)C(=O)OC(C)(C)C (tert-butyl 2-(hydroxymethyl)piperidine-1-carboxylate), [N+](=O)([O-])C1=C(C#N)C(=CC=C1)[N+](=O)[O-] (2,6-dinitrobenzonitrile). Solvent: O (water), C1CCOC1 (THF), C1CCOC1 (THF), CN(C)C=O (DMF). Conditions: temperature -20 celsius, time 18 hour. Yields the product C(#N)C1=C(OCC2N(CCCC2)C(=O)OC(C)(C)C)C=CC=C1[N+](=O)[O-] (tert-butyl 2-((2-cyano-3-nitrophenoxy)methyl)piperidine-1-carboxylate). Isolated yield 70.6%. Reaction SMILES: [OH:1][CH2:2][CH:3]1[CH2:8][CH2:7][CH2:6][CH2:5][N:4]1[C:9]([O:11][C:12]([CH3:15])([CH3:14])[CH3:13])=[O:10].[H-].[Na+].[N+:18]([C:21]1[CH:28]=[CH:27][CH:26]=[C:25]([N+]([O-])=O)[C:22]=1[C:23]#[N:24])([O-:20])=[O:19]>C1COCC1.CN(C=O)C.O>[C:23]([C:22]1[C:21]([N+:18]([O-:20])=[O:19])=[CH:28][CH:27]=[CH:26][C:25]=1[O:1][CH2:2][CH:3]1[CH2:8][CH2:7][CH2:6][CH2:5][N:4]1[C:9]([O:11][C:12]([CH3:15])([CH3:14])[CH3:13])=[O:10])#[N:24] |f:1.2|. Procedure details: To a solution of tert-butyl 2-(hydroxymethyl)piperidine-1-carboxylate (0.86 g, 4 mmol) in dry THF (30 mL) was added at −20° C. NaH (0.32 g, 8 mmol) and the mixture was stirred 10 min at −20° C. and then 20 min at room temperature. The reaction mixture was then cooled to −20° C. and 2,6-dinitrobenzonitrile (0.772 g, 4 mmol) in dry THF (10 mL) and DMF (1 mL) was added dropwise over 15 min period. The solution was stirred under nitrogen at room temperature for 18 hours, diluted with water and extra... The reactants are FC(C(=O)NC=1N=C2N(C=C(C=C2)C(C2=CC=CC=C2)=O)C1C1=CC=C(C=C1)C(=O)OC)(F)F (2-trifluoroacetamido-3-(4-carbomethoxyphenyl)-6-benzoyl-imidazo[1,2-a]pyridine). Run in CC(OCC)=O (EA). The product is NC=1N=C2N(C=C(C=C2)C(C2=CC=CC=C2)=O)C1C1=CC=C(C=C1)C(=O)OC (2-Amino-3-(4-carbomethoxyphenyl)-6-benzoyl-imidazo[1,2-a]pyridine). Reaction SMILES: FC(F)(F)C([NH:5][C:6]1[N:7]=[C:8]2[CH:13]=[CH:12][C:11]([C:14](=[O:21])[C:15]3[CH:20]=[CH:19][CH:18]=[CH:17][CH:16]=3)=[CH:10][N:9]2[C:22]=1[C:23]1[CH:28]=[CH:27][C:26]([C:29]([O:31][CH3:32])=[O:30])=[CH:25][CH:24]=1)=O>CC(=O)OCC>[NH2:5][C:6]1[N:7]=[C:8]2[CH:13]=[CH:12][C:11]([C:14](=[O:21])[C:15]3[CH:16]=[CH:17][CH:18]=[CH:19][CH:20]=3)=[CH:10][N:9]2[C:22]=1[C:23]1[CH:24]=[CH:25][C:26]([C:29]([O:31][CH3:32])=[O:30])=[CH:27][CH:28]=1. Reported procedure: The 2-trifluoroacetamido-3-(4-carbomethoxyphenyl)-6-benzoyl-imidazo[1,2-a]pyridine (2.13 g, 16.8 mmol) was converted to product in a manner substantially analogous to Example 67 to yield 1.44 g. (85%). EA, MS(FD). Yields the product CCOC(=O)C(C)(Cc1cccc([N+](=O)[O-])c1)C(=O)OCC. Reactants: CCO, CCOC(=O)C(C)C(=O)OCC, [Cl-], O=[N+]([O-])c1cccc(CCl)c1, [NH4+], [Na]. RXN SMILES: [CH3:27][CH2:28][OH:29].[CH3:2][CH:3]([C:4](=[O:5])[O:6][CH2:7][CH3:8])[C:9](=[O:10])[O:11][CH2:12][CH3:13].[Cl-:25].[N+:14](=[O:15])([O-:16])[c:17]1[cH:18][c:19]([CH2:20][Cl:21])[cH:22][cH:23][cH:24]1.[NH4+:26].[Na:1]>>[CH3:2][C:3]([C:4](=[O:5])[O:6][CH2:7][CH3:8])([C:9](=[O:10])[O:11][CH2:12][CH3:13])[CH2:20][c:19]1[cH:18][c:17]([N+:14](=[O:15])[O-:16])[cH:24][cH:23][cH:22]1.